Dataset: the Open Reaction Database (ORD), a public repository of structured organic reaction records. Task: describe an organic reaction: reactants, conditions, products, and yield Starting materials: C(=O)(O)C1=CC=C(C=C1)C1=COC2=C1C=C(C=C2)CC(=O)O (3-(4-carboxyphenyl)benzofuran-5-acetic acid), [N+](=O)([N+](=O)[O-])[O-] (dinitrogen tetraoxide), cupric nitrate hydrate, [N+](=O)([N+](=O)[O-])[O-] (dinitrogen tetraoxide). Solvent: C(C)#N (acetonitrile), C(C)#N (acetonitrile). Conditions: temperature 20 celsius, time 2 hour. Yields the product C(=O)(O)C1=CC=C(C=C1)C1=C(OC2=C1C=C(C=C2)CC(=O)O)[N+](=O)[O-] (4-carboxyphenyl-2-nitrobenzofuran-5-acetic acid). RXN SMILES: [C:1]([C:4]1[CH:9]=[CH:8][C:7]([C:10]2[C:14]3[CH:15]=[C:16]([CH2:19][C:20]([OH:22])=[O:21])[CH:17]=[CH:18][C:13]=3[O:12][CH:11]=2)=[CH:6][CH:5]=1)([OH:3])=[O:2].[N+:23]([O-:28])([N+]([O-])=O)=[O:24]>C(#N)C>[C:1]([C:4]1[CH:9]=[CH:8][C:7]([C:10]2[C:14]3[CH:15]=[C:16]([CH2:19][C:20]([OH:22])=[O:21])[CH:17]=[CH:18][C:13]=3[O:12][C:11]=2[N+:23]([O-:28])=[O:24])=[CH:6][CH:5]=1)([OH:3])=[O:2]. Procedure: To a suspension of 2 g. of the product of step B in 10 ml. of acetonitrile is added 0.2 g. of cupric nitrate hydrate and 1 g. of dinitrogen tetraoxide in 2 ml. of acetonitrile. The mixture is stirred at 20° C. for two hours, 0.5 g. of additional dinitrogen tetraoxide is added, and the mixture is stirred for an additional 18 hours. It is then concentrated, and the solid is separated by filtration and recrystallized from acetic acid to provide light yellow crystals of 3-(4-carboxyphenyl-2-nitroben... Reaction SMILES: [Cl:1][C:2]1[CH:3]=[CH:4][C:5]([C:8]([C:16]2[CH:21]=[CH:20][C:19]([Cl:22])=[CH:18][C:17]=2[Cl:23])(O)[CH2:9][N:10]2[CH:14]=[N:13][CH:12]=[N:11]2)=[N:6][CH:7]=1.S(Br)([Br:26])=O.Cl>C(#N)C.CCOCC>[ClH:1].[Cl:1][C:2]1[CH:3]=[CH:4][C:5]([C:8]([Br:26])([C:16]2[CH:21]=[CH:20][C:19]([Cl:22])=[CH:18][C:17]=2[Cl:23])[CH2:9][N:10]2[CH:14]=[N:13][CH:12]=[N:11]2)=[N:6][CH:7]=1 |f:5.6|. Reported procedure: 1-(5-Chloropyrid-2-yl)-1-(2,4-dichlorophenyl)-2-(1H-1,2,4-triazol-1-yl)ethanol (0.55 g, 1.49 mmoles) was stirred in acetonitrile (20 ml) and thionyl bromide (0.4 g, 1.92 mmoles) was added. After 1 hr. at room temperature, a small amount of starting material remained (as shown by t.l.c.) and thus a further 0.1 g of thionyl bromide was added and the solution was stirred overnight at room temperature. The acetonitrile was then removed by evaporation under reduced pressure and the residue was basifi... The product is Cl.ClC=1C=CC(=NC1)C(CN1N=CN=C1)(C1=C(C=C(C=C1)Cl)Cl)Br (1-(5-Chloropyrid-2-yl)-1-(2,4-dichlorophenyl)-2-(1H-1,2,4-triazol-1-yl)ethyl bromide hydrochloride). Run at time 1 hour. The reactants are S(=O)(Br)Br (thionyl bromide), Cl (hydrogen chloride), ClC=1C=CC(=NC1)C(CN1N=CN=C1)(O)C1=C(C=C(C=C1)Cl)Cl (1-(5-Chloropyrid-2-yl)-1-(2,4-dichlorophenyl)-2-(1H-1,2,4-triazol-1-yl)ethanol), S(=O)(Br)Br (thionyl bromide). Solvent: C(C)#N (acetonitrile), CCOCC (ether).